From a dataset of the Open Reaction Database (ORD), a public repository of structured organic reaction records. describe an organic reaction: reactants, conditions, products, and yield Reactants: P(=O)(Br)(Br)Br (phosphorus oxybromide), resultant mixture, COC(=O)C=1C(NC=2C=C3C(=CC2C1CCl)OCCO3)=O (9-chloromethyl-7-oxo-2,3,6,7-tetrahydro[1,4]dioxino[2,3-g]quinoline-8-carboxylic acid methyl ester), COC(=O)C=1C(NC=2C=C3C(=CC2C1CCl)OCCO3)=O (9-chloromethyl-7-oxo-2,3,6,7-tetrahydro[1,4]dioxino[2,3-g]quinoline-8-carboxylic acid methyl ester), C(C)O (Ethanol). Solvent: ClCCCl (1,2-dichloroethane), ClCCCl (DCE). Reaction conditions: time 8 hour. The product is Br.COC(=O)C=1C=NC=2C=C3C(=CC2C1)OC=CO3 (dioxino[2,3-g]quinoline-8-carboxylic acid methyl ester hydrobromic acid salt). Reaction SMILES: [CH3:1][O:2][C:3]([C:5]1[C:6](=O)[NH:7][C:8]2[CH:9]=[C:10]3[O:20][CH2:19][CH2:18][O:17][C:11]3=[CH:12][C:13]=2[C:14]=1CCl)=[O:4].P(Br)(Br)([Br:24])=O.C(O)C>ClCCCl>[BrH:24].[CH3:1][O:2][C:3]([C:5]1[CH:6]=[N:7][C:8]2[CH:9]=[C:10]3[O:20][CH:19]=[CH:18][O:17][C:11]3=[CH:12][C:13]=2[CH:14]=1)=[O:4] |f:4.5|. Procedure: To a mixture of 9-chloromethyl-7-oxo-2,3,6,7-tetrahydro[1,4]dioxino[2,3-g]quinoline-8-carboxylic acid methyl ester (Intermediate 5, 25 g), in 1,2-dichloroethane (DCE, 90 mL) is added a solution of phosphorus oxybromide (44 g, 2 eq) in DCE (90 mL). The resultant mixture is heated at reflux for 4.0 h, and then cooled to <15° C. Ethanol (91 mL, 20.0 eq) is added while keeping the temp <20° C. The mixture is then allowed to warm to room temperature and stirred overnight. The mixture is filtered and ... Reactants: C1CCOC1, COC(=O)c1cnc(C(=O)c2ccccc2)nc1, [Li+], [OH-], O. The product is O=C(O)c1cnc(C(=O)c2ccccc2)nc1. RXN SMILES: [CH2:21]1[O:22][CH2:23][CH2:24][CH2:25]1.[CH3:1][O:2][C:3](=[O:4])[c:5]1[cH:6][n:7][c:8]([C:11]([c:12]2[cH:13][cH:14][cH:15][cH:16][cH:17]2)=[O:18])[n:9][cH:10]1.[Li+:20].[OH-:19].[OH2:26]>>[O:2]=[C:3]([OH:4])[c:5]1[cH:6][n:7][c:8]([C:11]([c:12]2[cH:13][cH:14][cH:15][cH:16][cH:17]2)=[O:18])[n:9][cH:10]1. Reaction SMILES: O=C(Cl)[O:3][C:4](Cl)(Cl)Cl.[CH2:9]([O:12][C:13](=[O:19])[C@H:14]([CH:16]([CH3:18])[CH3:17])[NH2:15])[CH:10]=[CH2:11].C>O1CCOCC1>[N-:15]=[C:4]=[O:3].[CH2:9]([O:12][C:13](=[O:19])[C@H:14]([CH:16]([CH3:17])[CH3:18])[NH2:15])[CH:10]=[CH2:11] |f:4.5|. Procedure details: 0.35 mol diphosgene is added dropwise over 1 hour to a mixture of 0.28 mol of valine allyl ester, prepared as described by H. Waldmann and H. Kunz in Liebigs Ann. Chem., 1983, 1712-1725, and 0.4 g activated charcoal in 400 mL dioxane under N2. The reaction mixture is then heated and stirred at reflux for 21/2 hours. The reaction mixture is then cooled, filtered, and concentrated to dryness by rotary evaporator, keeping exposure to moisture to a minimum. The crude product is re-dissolved in 100 m... The reactants are O=C(OC(Cl)(Cl)Cl)Cl (diphosgene), C(C=C)OC([C@@H](N)C(C)C)=O (valine allyl ester), C (charcoal). The product is [N-]=C=O.C(C=C)OC([C@@H](N)C(C)C)=O (valine allyl ester isocyanate). Run in O1CCOCC1 (dioxane). Reactants: ClC=1C(=CC(NC1)=O)OC1CCN(CC1)C(=O)OC(C)(C)C (t-butyl 4-(5-chloro-2-oxo-1,2-dihydropyridin-4-yloxy)piperidine-1-carboxylate), [OH-].C(CCC)[N+](CCCC)(CCCC)CCCC (tetrabutylammonium hydroxide). The solvent is N1=CC=CC=C1 (pyridine). Run at temperature 80 celsius. Product: C(C)(C)(C)OC(=O)N1CCC(CC1)OC1=CC(=NC=C1Cl)[O-].C(CCC)[N+](CCCC)(CCCC)CCCC (Tetrabutylammonium 4-(1-(t-butoxycarbonyl)piperidin-4-yloxy)-5-chloropyridin-2-olate). As a reaction SMILES: [Cl:1][C:2]1[C:3]([O:9][CH:10]2[CH2:15][CH2:14][N:13]([C:16]([O:18][C:19]([CH3:22])([CH3:21])[CH3:20])=[O:17])[CH2:12][CH2:11]2)=[CH:4][C:5](=[O:8])[NH:6][CH:7]=1.[OH-].[CH2:24]([N+:28]([CH2:37][CH2:38][CH2:39][CH3:40])([CH2:33][CH2:34][CH2:35][CH3:36])[CH2:29][CH2:30][CH2:31][CH3:32])[CH2:25][CH2:26][CH3:27]>N1C=CC=CC=1>[C:19]([O:18][C:16]([N:13]1[CH2:14][CH2:15][CH:10]([O:9][C:3]2[C:2]([Cl:1])=[CH:7][N:6]=[C:5]([O-:8])[CH:4]=2)[CH2:11][CH2:12]1)=[O:17])([CH3:22])([CH3:20])[CH3:21].[CH2:37]([N+:28]([CH2:24][CH2:25][CH2:26][CH3:27])([CH2:29][CH2:30][CH2:31][CH3:32])[CH2:33][CH2:34][CH2:35][CH3:36])[CH2:38][CH2:39][CH3:40] |f:1.2,4.5|. Procedure: A one liter round bottom flask was charged with t-butyl 4-(5-chloro-2-oxo-1,2-dihydropyridin-4-yloxy)piperidine-1-carboxylate (69.2 g, 210 mmol) and pyridine (421 mL). The slurry was heated to 80° C. until all of the material dissolved to form a clear solution. At this temperature, tetrabutylammonium hydroxide solution (152 mL, 232 mmol) was added. The mixture was concentrated in vacuo and the residual water was azeotropically removed with toluene (3×300 ml). The residue was dried under high vac...